From a dataset of the Open Reaction Database (ORD), a public repository of structured organic reaction records. describe an organic reaction: reactants, conditions, products, and yield The reactants are ClC=1C(=NC2=CC=C(C=C2N1)C(=O)OC)C1=CC=C(C=C1)F (methyl 3-chloro-2-(4-fluorophenyl)quinoxaline-6-carboxylate), N1CCC1 (azetidine), CCN(C(C)C)C(C)C (DIEA). Solvent: CS(=O)C (DMSO), O (water). Reaction conditions: temperature 70 celsius, time 2 hour. Yields the product N1(CCC1)C=1C(=NC2=CC=C(C=C2N1)C(=O)OC)C1=CC=C(C=C1)F (methyl 3-(azetidin-1-yl)-2-(4-fluorophenyl)quinoxaline-6-carboxylate). Isolated yield 55.6%. As a reaction SMILES: Cl[C:2]1[C:3]([C:16]2[CH:21]=[CH:20][C:19]([F:22])=[CH:18][CH:17]=2)=[N:4][C:5]2[C:10]([N:11]=1)=[CH:9][C:8]([C:12]([O:14][CH3:15])=[O:13])=[CH:7][CH:6]=2.[NH:23]1[CH2:26][CH2:25][CH2:24]1.CCN(C(C)C)C(C)C>CS(C)=O.O>[N:23]1([C:2]2[C:3]([C:16]3[CH:21]=[CH:20][C:19]([F:22])=[CH:18][CH:17]=3)=[N:4][C:5]3[C:10]([N:11]=2)=[CH:9][C:8]([C:12]([O:14][CH3:15])=[O:13])=[CH:7][CH:6]=3)[CH2:26][CH2:25][CH2:24]1. Reported procedure: To a solution of methyl 3-chloro-2-(4-fluorophenyl)quinoxaline-6-carboxylate (100 mg, 0.32 mmol) in DMSO (2 mL) was added azetidine (37 mg, 0.65 mmol) and DIEA (81 mg, 0.63 mmol). After stirring for 2 hours at 70° C., the reaction mixture was dissolved in water (50 mL), extracted with dichloromethane (3×30 mL), dried over anhydrous magnesium sulfate, and concentrated under reduced pressure to afford a residue, which was purified via silica gel column chromatography (2% dichloromethane in petrole...